Dataset: the Open Reaction Database (ORD), a public repository of structured organic reaction records. Task: describe an organic reaction: reactants, conditions, products, and yield The reactants are C(C)(C)(C)OC(=O)N[C@H](C(=O)O)CC1=CC=C(C=C1)C1=CC=CC=C1 ((S)-2-(t-Butoxycarbonylamino)-3-(biphenyl-4-yl)propionic acid), C(C1=CC=CC=C1)O (Benzyl alcohol). The reagents and catalysts are CN(C1=CC=NC=C1)C (4-dimethylaminopyridine). Run in C(Cl)Cl (methylene chloride), C(Cl)Cl (methylene chloride). Run at time 1 hour. Product: C(C1=CC=CC=C1)OC([C@H](CC1=CC=C(C=C1)C1=CC=CC=C1)NC(=O)OC(C)(C)C)=O ((S)-2(-t-butoxycarbonylamino)-3-(biphenyl-4-yl)-propionic acid benzyl ester). Reaction SMILES: [C:1]([O:5][C:6]([NH:8][C@@H:9]([CH2:13][C:14]1[CH:19]=[CH:18][C:17]([C:20]2[CH:25]=[CH:24][CH:23]=[CH:22][CH:21]=2)=[CH:16][CH:15]=1)[C:10]([OH:12])=[O:11])=[O:7])([CH3:4])([CH3:3])[CH3:2].[CH2:26](O)[C:27]1[CH:32]=[CH:31][CH:30]=[CH:29][CH:28]=1>C(Cl)Cl.CN(C)C1C=CN=CC=1>[CH2:26]([O:11][C:10](=[O:12])[C@@H:9]([NH:8][C:6]([O:5][C:1]([CH3:4])([CH3:2])[CH3:3])=[O:7])[CH2:13][C:14]1[CH:15]=[CH:16][C:17]([C:20]2[CH:21]=[CH:22][CH:23]=[CH:24][CH:25]=2)=[CH:18][CH:19]=1)[C:27]1[CH:32]=[CH:31][CH:30]=[CH:29][CH:28]=1. Reported procedure: (S)-2-(t-Butoxycarbonylamino)-3-(biphenyl-4-yl)propionic acid (5 g, 14.6 mmol) is dissolved in methylene chloride (25 mL) under nitrogen and the solution is cooled to 0°. Benzyl alcohol (2 mL, 19 mmol) and 4-dimethylaminopyridine (0.1 g) are added, followed by a solution of dicyclohexylocarbodiimide (3.3 g, 16.1 mmol) in methylene chloride (15 mL). After stirring for 1 hour at 0° and 1 hour at room temperature, the reaction mixture is filtered and the filtrate concentrated in vacuo. The residue ... The reactants are C(C1=CC=CC=C1)N (benzylamine), Cl.CN (methylamine monohydrochloride), C(C)(=O)C1=C(N=C(S1)N1C(N(CC1)CC=1C=C(C(=O)O)C=CC1)=O)C (3-((3-(5-acetyl-4-methylthiazol-2-yl)-2-oxoimidazolidin-1-yl)methyl)benzoic acid). Yields the product C(C)(=O)C1=C(N=C(S1)N1C(N(CC1)CC=1C=C(C(=O)NC)C=CC1)=O)C (3-((3-(5-acetyl-4-methylthiazol-2-yl)-2-oxoimidazolidin-1-yl)methyl)-N-methylbenzamide). Yield: 85.0%. Reaction SMILES: [CH2:1]([NH2:8])C1C=CC=CC=1.Cl.CN.[C:12]([C:15]1[S:19][C:18]([N:20]2[CH2:24][CH2:23][N:22]([CH2:25][C:26]3[CH:27]=[C:28]([CH:32]=[CH:33][CH:34]=3)[C:29]([OH:31])=O)[C:21]2=[O:35])=[N:17][C:16]=1[CH3:36])(=[O:14])[CH3:13]>>[C:12]([C:15]1[S:19][C:18]([N:20]2[CH2:24][CH2:23][N:22]([CH2:25][C:26]3[CH:27]=[C:28]([CH:32]=[CH:33][CH:34]=3)[C:29]([NH:8][CH3:1])=[O:31])[C:21]2=[O:35])=[N:17][C:16]=1[CH3:36])(=[O:14])[CH3:13] |f:1.2|. Reported procedure: Following the procedure as describe in Example 8, making variations as required to replace benzylamine with methylamine monohydrochloride to react with 3-((3-(5-acetyl-4-methylthiazol-2-yl)-2-oxoimidazolidin-1-yl)methyl)benzoic acid, the title compound was obtained as a white powder in 85% yield: 1H NMR (300 MHz, CDCl3) δ 7.73-7.62 (m, 2H), 7.42-7.34 (m, 2H), 6.32 (br s, 1H), 4.51 (s, 2H), 4.13-4.04 (m, 2H), 3.49-3.41 (m, 2H), 2.97 (d, J=4.8 Hz, 3H), 2.60 (s, 3H), 2.45 (s, 3H): MS (ES+) m/z 373.... The reactants are NC1=C2N=CN(C2=NC(=N1)SCCCCC)CC1=CC=CC=C1 (6-Amino-9-benzyl-2-pentylthiopurine), BrBr (bromine), S(=S)(=O)([O-])[O-].[Na+].[Na+] (sodium thiosulfate). The solvent is C(Cl)Cl (methylene chloride). Run at time 7 hour. Product: NC1=C2N=C(N(C2=NC(=N1)SCCCCC)CC1=CC=CC=C1)Br (6-Amino-9-benzyl-8-bromo-2-pentylthiopurine). Yield: 15.0%. Reaction SMILES: [NH2:1][C:2]1[N:10]=[C:9]([S:11][CH2:12][CH2:13][CH2:14][CH2:15][CH3:16])[N:8]=[C:7]2[C:3]=1[N:4]=[CH:5][N:6]2[CH2:17][C:18]1[CH:23]=[CH:22][CH:21]=[CH:20][CH:19]=1.[Br:24]Br.S([O-])([O-])(=O)=S.[Na+].[Na+]>C(Cl)Cl>[NH2:1][C:2]1[N:10]=[C:9]([S:11][CH2:12][CH2:13][CH2:14][CH2:15][CH3:16])[N:8]=[C:7]2[C:3]=1[N:4]=[C:5]([Br:24])[N:6]2[CH2:17][C:18]1[CH:19]=[CH:20][CH:21]=[CH:22][CH:23]=1 |f:2.3.4|. Procedure details: 6-Amino-9-benzyl-2-pentylthiopurine (260 mg, 0.79 mmol) and bromine (0.5 ml) were dissolved in 100 ml of methylene chloride and the solution was stirred at room temperature for 7 hours. Aqueous sodium thiosulfate was added to the reaction mixture. The organic layer was separated, dried on magnesium sulfate and filtered. The solvent of the filtrate was evaporated in vacuo. The residue was purified with silica gel chromatography (1% methanol/chloroform) to give the subject compound (49 mg, yield 1... Starting materials: BrC1=CC=C(C=C1)C1=C(C(=NO1)C)C(O)C=1N=NN(C1)CC1=C(C=CC=C1)C(F)(F)F ([5-(4-bromo-phenyl)-3-methyl-isoxazol-4-yl]-[1-(2-trifluoromethyl-benzyl)-1H-[1,2,3]triazol-4-yl]-methanol), C(C)OC(=O)C1(CC1)C1=CC=C(C=C1)B1OC(C(O1)(C)C)(C)C (1-[4-(4,4,5,5-tetramethyl-[1,3,2]dioxaborolan-2-yl)-phenyl]-cyclopropanecarboxylic acid ethyl ester). The product is C(C)OC(=O)C1(CC1)C1=CC=C(C=C1)C1=CC=C(C=C1)C1=C(C(=NO1)C)C(C=1N=NN(C1)CC1=C(C=CC=C1)C(F)(F)F)O (1-[4′-(4-{Hydroxy-[1-(2-trifluoromethyl-benzyl)-1H-[1,2,3]triazol-4-yl]-methyl}-3-methyl-isoxazol-5-yl)-biphenyl-4-yl]-cyclopropanecarboxylic acid ethyl ester). Reaction SMILES: Br[C:2]1[CH:7]=[CH:6][C:5]([C:8]2[O:12][N:11]=[C:10]([CH3:13])[C:9]=2[CH:14]([C:16]2[N:17]=[N:18][N:19]([CH2:21][C:22]3[CH:27]=[CH:26][CH:25]=[CH:24][C:23]=3[C:28]([F:31])([F:30])[F:29])[CH:20]=2)[OH:15])=[CH:4][CH:3]=1.[CH2:32]([O:34][C:35]([C:37]1([C:40]2[CH:45]=[CH:44][C:43](B3OC(C)(C)C(C)(C)O3)=[CH:42][CH:41]=2)[CH2:39][CH2:38]1)=[O:36])[CH3:33]>>[CH2:32]([O:34][C:35]([C:37]1([C:40]2[CH:45]=[CH:44][C:43]([C:2]3[CH:3]=[CH:4][C:5]([C:8]4[O:12][N:11]=[C:10]([CH3:13])[C:9]=4[CH:14]([OH:15])[C:16]4[N:17]=[N:18][N:19]([CH2:21][C:22]5[CH:27]=[CH:26][CH:25]=[CH:24][C:23]=5[C:28]([F:30])([F:31])[F:29])[CH:20]=4)=[CH:6][CH:7]=3)=[CH:42][CH:41]=2)[CH2:38][CH2:39]1)=[O:36])[CH3:33]. Reported procedure: Prepared according to the procedure described in Example 1, Step 10, using [5-(4-bromo-phenyl)-3-methyl-isoxazol-4-yl]-[1-(2-trifluoromethyl-benzyl)-1H-[1,2,3]triazol-4-yl]-methanol and 1-[4-(4,4,5,5-tetramethyl-[1,3,2]dioxaborolan-2-yl)-phenyl]-cyclopropanecarboxylic acid ethyl ester. The reactants are NC(CC)C=1C(NC(=NN1)C1=CC(=CC=C1)[N+](=O)[O-])=O (6-(1-aminopropyl)-3-(3-nitrophenyl)-1,2,4-triazin-5(4H)-one), C1(CCCC1)C(=O)Cl (cyclopentanecarbonyl chloride). Product: [N+](=O)([O-])C=1C=C(C=CC1)C1=NN=C(C(N1)=O)C(CC)NC(=O)C1CCCC1 (N-{1-[3-(3-Nitrophenyl)-5-oxo-4,5-dihydro-1,2,4-triazin-6-yl]propyl}cyclopentanecarboxamide). Reaction SMILES: [NH2:1][CH:2]([C:5]1[C:6](=[O:20])[NH:7][C:8]([C:11]2[CH:16]=[CH:15][CH:14]=[C:13]([N+:17]([O-:19])=[O:18])[CH:12]=2)=[N:9][N:10]=1)[CH2:3][CH3:4].[CH:21]1([C:26](Cl)=[O:27])[CH2:25][CH2:24][CH2:23][CH2:22]1>>[N+:17]([C:13]1[CH:12]=[C:11]([C:8]2[NH:7][C:6](=[O:20])[C:5]([CH:2]([NH:1][C:26]([CH:21]3[CH2:25][CH2:24][CH2:23][CH2:22]3)=[O:27])[CH2:3][CH3:4])=[N:10][N:9]=2)[CH:16]=[CH:15][CH:14]=1)([O-:19])=[O:18]. Procedure details: In analogy to the procedure for Example 36A, 3.0 g (10.9 mmol) 6-(1-aminopropyl)-3-(3-nitrophenyl)-1,2,4-triazin-5(4H)-one, 2.2 g (16.3 mmol) cyclopentanecarbonyl chloride and proportionate amounts of the other reagents are used. The reactants are Cc1ccc([Mg]Br)cc1 (effective_coupling_partner), c2(OC)ccc1cc(c3ccccc3)ccc1c2 (substrate). Reagents/catalysts: ItBu. Run at temperature 60 celsius, time 24 hour. Product: Cc3ccc(c2ccc1cc(c4ccccc4)ccc1c2)cc3. Reactants: O=C1CC(C(=O)O)CN1, O=C([O-])C(=O)[O-], Cl, Cl, O=C(Nc1ccc(-c2sc3ccccc3c2Cc2ccc(OCCN3CCCC3)cc2)cc1)c1c[nH]cn1. RXN SMILES: [C:1](=[O:2])([OH:3])[CH:4]1[CH2:5][C:6](=[O:9])[NH:7][CH2:8]1.[C:50]([C:51](=[O:52])[O-:53])(=[O:54])[O-:55].[ClH:10].[ClH:11].[N:12]1([CH2:17][CH2:18][O:19][c:20]2[cH:21][cH:22][c:23]([CH2:24][c:25]3[c:26]4[c:27]([s:28][c:29]3-[c:30]3[cH:31][cH:32][c:33]([NH:36][C:37]([c:38]5[n:39][cH:40][nH:41][cH:42]5)=[O:43])[cH:34][cH:35]3)[cH:44][cH:45][cH:46][cH:47]4)[cH:48][cH:49]2)[CH2:13][CH2:14][CH2:15][CH2:16]1>>[C:1](=[O:3])([CH:4]1[CH2:5][C:6](=[O:9])[NH:7][CH2:8]1)[NH:36][c:33]1[cH:32][cH:31][c:30](-[c:29]2[c:25]([CH2:24][c:23]3[cH:22][cH:21][c:20]([O:19][CH2:18][CH2:17][N:12]4[CH2:13][CH2:14][CH2:15][CH2:16]4)[cH:49][cH:48]3)[c:26]3[c:27]([s:28]2)[cH:44][cH:45][cH:46][cH:47]3)[cH:35][cH:34]1.[C:50]([C:51](=[O:52])[OH:53])(=[O:54])[OH:55]. The product is O=C1CC(C(=O)Nc2ccc(-c3sc4ccccc4c3Cc3ccc(OCCN4CCCC4)cc3)cc2)CN1, O=C(O)C(=O)O.